This data is from the Open Reaction Database (ORD), a public repository of structured organic reaction records. The task is: describe an organic reaction: reactants, conditions, products, and yield The yield is 75.6%. Procedure: 1-(Piperidin-4-yl)-7-{[2-(trimethylsilyl)ethoxy]methyl}-1H-pyrrolo[2,3-h][1,6]naphthyridin-4(7H)-one (20 mg, 0.050 mmol) in methanol was stirred with 5-chlorothiophen-2-carbaldehyde (6.3 μL, 0.06 mmol), 2-picoline borane (6.4 mg, 0.06 mmol) and acetic acid (100 μL) for one day. The reaction mixture was concentrated under reduced pressure, and the residue was purified by silica gel column chromatography (chloroform/methanol=10/1 (v/v)) to give the title compound as a colorless oil (20 mg, yield 7... The product is ClC1=CC=C(S1)CN1CCC(CC1)N1C=CC(C2=CN=C3C(=C12)C=CN3COCC[Si](C)(C)C)=O (1-{1-[(5-Chlorothiophen-2-yl)methyl]piperidin-4-yl}-7-{[2-(trimethylsilyl)ethoxy]methyl}-1H-pyrrolo[2,3-h][1,6]naphthyridin-4(7H)-one). Reactants: N1CCC(CC1)N1C=CC(C2=CN=C3C(=C12)C=CN3COCC[Si](C)(C)C)=O (1-(Piperidin-4-yl)-7-{[2-(trimethylsilyl)ethoxy]methyl}-1H-pyrrolo[2,3-h][1,6]naphthyridin-4(7H)-one), ClC1=CC=C(S1)C=O (5-chlorothiophen-2-carbaldehyde), B.N1=C(C=CC=C1)C (2-picoline borane), C(C)(=O)O (acetic acid). The solvent is CO (methanol). Reaction SMILES: [NH:1]1[CH2:6][CH2:5][CH:4]([N:7]2[C:16]3[C:11](=[CH:12][N:13]=[C:14]4[N:19]([CH2:20][O:21][CH2:22][CH2:23][Si:24]([CH3:27])([CH3:26])[CH3:25])[CH:18]=[CH:17][C:15]4=3)[C:10](=[O:28])[CH:9]=[CH:8]2)[CH2:3][CH2:2]1.[Cl:29][C:30]1[S:34][C:33]([CH:35]=O)=[CH:32][CH:31]=1.B.N1C=CC=CC=1C.C(O)(=O)C>CO>[Cl:29][C:30]1[S:34][C:33]([CH2:35][N:1]2[CH2:6][CH2:5][CH:4]([N:7]3[C:16]4[C:11](=[CH:12][N:13]=[C:14]5[N:19]([CH2:20][O:21][CH2:22][CH2:23][Si:24]([CH3:25])([CH3:27])[CH3:26])[CH:18]=[CH:17][C:15]5=4)[C:10](=[O:28])[CH:9]=[CH:8]3)[CH2:3][CH2:2]2)=[CH:32][CH:31]=1 |f:2.3|. Starting materials: C(=O)(C(F)(F)F)O (TFA), NC1=NC=C(C2=C1C(=CS2)C=2C=C1CCN(C1=CC2)C(CC2=CC=CC=C2)=O)C2CCN(CC2)C(=O)OC(C)(C)C (1,1-dimethylethyl 4-{4-amino-3-[1-(phenylacetyl)-2,3-dihydro-1H-indol-5-yl]thieno[3,2-c]pyridin-7-yl}-1-piperidinecarboxylate). Solvent: ClCCl (Dichloromethane). Conditions: time 30 minute. The product is C1(=CC=CC=C1)CC(=O)N1CCC2=CC(=CC=C12)C1=CSC2=C1C(=NC=C2C2CCNCC2)N (3-[1-(phenylacetyl)-2,3-dihydro-1H-indol-5-yl]-7-(4-piperidinyl)thieno[3,2-c]pyridin-4-amine). The yield is 50.0%. Reaction SMILES: C(O)(C(F)(F)F)=O.[NH2:8][C:9]1[C:14]2[C:15]([C:18]3[CH:19]=[C:20]4[C:24](=[CH:25][CH:26]=3)[N:23]([C:27](=[O:35])[CH2:28][C:29]3[CH:34]=[CH:33][CH:32]=[CH:31][CH:30]=3)[CH2:22][CH2:21]4)=[CH:16][S:17][C:13]=2[C:12]([CH:36]2[CH2:41][CH2:40][N:39](C(OC(C)(C)C)=O)[CH2:38][CH2:37]2)=[CH:11][N:10]=1>ClCCl>[C:29]1([CH2:28][C:27]([N:23]2[C:24]3[C:20](=[CH:19][C:18]([C:15]4[C:14]5[C:9]([NH2:8])=[N:10][CH:11]=[C:12]([CH:36]6[CH2:41][CH2:40][NH:39][CH2:38][CH2:37]6)[C:13]=5[S:17][CH:16]=4)=[CH:26][CH:25]=3)[CH2:21][CH2:22]2)=[O:35])[CH:34]=[CH:33][CH:32]=[CH:31][CH:30]=1. Procedure details: TFA (0.5 mL, 6.49 mmol) was added to a suspension of 1,1-dimethylethyl 4-{4-amino-3-[1-(phenylacetyl)-2,3-dihydro-1H-indol-5-yl]thieno[3,2-c]pyridin-7-yl}-1-piperidinecarboxylate (90 mg, 0.158 mmol) in Dichloromethane (DCM) (3.5 mL), and the mixture was stirred at room temperature under Nitrogen for 30 min. The reaction mixture was then concentrated in vacuo, taken up in DCM, and passed through a PL-HCO3 MP-resin cartridge, rinsing with more DCM. The filtrate was concentrated in vacuo. The solid...